From a dataset of the Open Reaction Database (ORD), a public repository of structured organic reaction records. describe an organic reaction: reactants, conditions, products, and yield The reactants are C(C)[Mg]Br (Ethylmagnesium bromide), COC(C1=CC(=CC=C1)Br)=O (3-bromobenzoic acid methyl ester), O1CCCC1 (tetrahydrofuran), [Cl-].[NH4+] (ammonium chloride). Conditions: time 1 hour. Product: BrC=1C=C(C=CC1)C(CC)(CC)O (3-(3-bromo-phenyl)-pentan-3-ol). RXN SMILES: [CH2:1]([Mg]Br)[CH3:2].CO[C:7](=[O:15])[C:8]1[CH:13]=[CH:12][CH:11]=[C:10]([Br:14])[CH:9]=1.[Cl-].[NH4+].O1CC[CH2:20][CH2:19]1>>[Br:14][C:10]1[CH:9]=[C:8]([C:7]([OH:15])([CH2:1][CH3:2])[CH2:19][CH3:20])[CH:13]=[CH:12][CH:11]=1 |f:2.3|. Reported procedure: Ethylmagnesium bromide (3 mol/l solution in diethyl ether, 34.1 mL, 102.3 mmol) was added to a solution of 3-bromobenzoic acid methyl ester (10 g, 46.51 mmol) in tetrahydrofuran (100 mL) in a nitrogen atmosphere at −78° C. The mixture was stirred at the same temperature for one hour and then heated to room temperature. The reaction mixture was poured into a saturated aqueous ammonium chloride solution, followed by extraction with ethyl acetate. The extract was washed with brine, dried over anhyd... Starting materials: CC(C)O, CCN=C=NCCCN(C)C, CN(C)C=O, CCOC(C)=O, Cl, O=C(O)Cc1ccccc1I. Yields the product CC(C)OC(=O)Cc1ccccc1I. RXN SMILES: [CH3:12][CH:13]([CH3:14])[OH:15].[CH3:17][N:18]([CH3:19])[CH2:20][CH2:21][CH2:22][N:23]=[C:24]=[N:25][CH2:26][CH3:27].[CH3:28][N:29]([CH3:30])[CH:31]=[O:32].[CH3:33][CH2:34][O:35][C:36](=[O:37])[CH3:38].[ClH:16].[I:1][c:2]1[c:3]([CH2:8][C:9](=[O:10])[OH:11])[cH:4][cH:5][cH:6][cH:7]1>>[I:1][c:2]1[c:3]([CH2:8][C:9](=[O:10])[O:11][CH:13]([CH3:12])[CH3:14])[cH:4][cH:5][cH:6][cH:7]1. Starting materials: C(=O)(Cl)Cl (phosgene), ClC=1C=C(N)C=CC1 (3-chloroaniline), secondary amine. The solvent is C1(=CC=CC=C1)C (toluene). The product is ClC=1C=C(C=CC1)NC(=O)Cl (N-(3-chlorophenyl)carbamyl chloride). Reaction SMILES: [C:1]([Cl:4])(Cl)=[O:2].[Cl:5][C:6]1[CH:7]=[C:8]([CH:10]=[CH:11][CH:12]=1)[NH2:9]>C1(C)C=CC=CC=1>[Cl:5][C:6]1[CH:7]=[C:8]([NH:9][C:1]([Cl:4])=[O:2])[CH:10]=[CH:11][CH:12]=1. Procedure: The intermediate is then reacted with a secondary amine in an aprotic solvent such as toluene at temperatures from room temperature or below up to the boiling point of the solvent. An example of this process is the reaction of phosgene with 3-chloroaniline to yield the intermediate N-(3-chlorophenyl)carbamyl chloride which is then reacted with dibenzylamine to yield 1,1-dibenzyl-3-(3-chlorophenyl)urea. Reactants: Br, CC(=O)O, O=C(O)CCCCCCCCCCCCCCCO. Yields the product O=C(O)CCCCCCCCCCCCCCCBr. RXN SMILES: [BrH:20].[CH3:21][C:22](=[O:23])[OH:24].[OH:1][CH2:2][CH2:3][CH2:4][CH2:5][CH2:6][CH2:7][CH2:8][CH2:9][CH2:10][CH2:11][CH2:12][CH2:13][CH2:14][CH2:15][CH2:16][C:17]([OH:18])=[O:19]>>[CH2:2]([CH2:3][CH2:4][CH2:5][CH2:6][CH2:7][CH2:8][CH2:9][CH2:10][CH2:11][CH2:12][CH2:13][CH2:14][CH2:15][CH2:16][C:17]([OH:18])=[O:19])[Br:20]. Starting materials: C1(=CC=CC=C1)C=1N=C(OC1C1=CC=CC=C1)C=1C(CCC1)CC=1C=C(C(=O)N)C=CC1 (3-{[2-(4,5-Diphenyloxazol-2-yl)-2-cyclopenten-1-yl]-methyl}benzamide). The reagents and catalysts are [Pd] (Pd/C). Solvent: CO (methanol). Yields the product C1(=CC=CC=C1)C=1N=C(OC1C1=CC=CC=C1)C1C(CCC1)CC=1C=C(C(=O)N)C=CC1 (3-{[2-(4,5-diphenyloxazol-2-yl)-1-cyclopentyl]methyl}benzamide). Isolated yield 71.7%. Reaction SMILES: [C:1]1([C:7]2[N:8]=[C:9]([C:18]3[CH:19]([CH2:23][C:24]4[CH:25]=[C:26]([CH:30]=[CH:31][CH:32]=4)[C:27]([NH2:29])=[O:28])[CH2:20][CH2:21][CH:22]=3)[O:10][C:11]=2[C:12]2[CH:17]=[CH:16][CH:15]=[CH:14][CH:13]=2)[CH:6]=[CH:5][CH:4]=[CH:3][CH:2]=1>CO.[Pd]>[C:1]1([C:7]2[N:8]=[C:9]([CH:18]3[CH2:22][CH2:21][CH2:20][CH:19]3[CH2:23][C:24]3[CH:25]=[C:26]([CH:30]=[CH:31][CH:32]=3)[C:27]([NH2:29])=[O:28])[O:10][C:11]=2[C:12]2[CH:17]=[CH:16][CH:15]=[CH:14][CH:13]=2)[CH:2]=[CH:3][CH:4]=[CH:5][CH:6]=1. Procedure: 3-{[2-(4,5-Diphenyloxazol-2-yl)-2-cyclopenten-1-yl]-methyl}benzamide (75 mg) was hydrogenated over 5% Pd/C (3 mg) in methanol (20 ml) at room temperature at 3 atm for 7 hours. The mixture was filtered and the filtrate was evaporated in vacuo. The residue was triturated with a mixture of ether and n-hexane to afford 3-{[2-(4,5-diphenyloxazol-2-yl)-1-cyclopentyl]methyl}benzamide (54 mg). Starting materials: [Al+3], COC(=O)C1CN(C(=O)OC(C)(C)C)Cc2ccc(OC)cc21, [H-], [H-], [H-], [H-], [Li+], [Na+], C1CCOC1, [OH-]. Yields the product COc1ccc2c(c1)C(CO)CN(C(=O)OC(C)(C)C)C2. Reaction SMILES: [Al+3:2].[CH3:7][O:8][c:9]1[cH:10][c:11]2[c:16]([cH:17][cH:18]1)[CH2:15][N:14]([C:19](=[O:20])[O:21][C:22]([CH3:23])([CH3:24])[CH3:25])[CH2:13][CH:12]2[C:26](=[O:27])[O:28][CH3:29].[H-:1].[H-:4].[H-:5].[H-:6].[Li+:3].[Na+:31].[O:32]1[CH2:33][CH2:34][CH2:35][CH2:36]1.[OH-:30]>>[CH3:7][O:8][c:9]1[cH:10][c:11]2[c:16]([cH:17][cH:18]1)[CH2:15][N:14]([C:19](=[O:20])[O:21][C:22]([CH3:23])([CH3:24])[CH3:25])[CH2:13][CH:12]2[CH2:26][OH:27]. The reactants are O (H2O), CN(CCOC1=CC=C(C=C1)NC(\C(=C(/CCO[Si](C(C)C)(C(C)C)C(C)C)\C1=CC=CC=C1)\C1=CC=C(C=C1)OCOC)=O)C ((E)-N-(4-(2-(Dimethylamino)ethoxy)phenyl)-5-triisopropylsilyloxy-2-(4-(methoxymethoxy)phenyl)-3-phenylpent-2-enamide), solution, [F-].C(CCC)[N+](CCCC)(CCCC)CCCC (tetrabutylammonium fluoride). The solvent is C1CCOC1 (THF), C1CCOC1 (THF). Reaction conditions: time 30 minute. Yields the product CN(CCOC1=CC=C(C=C1)NC(\C(=C(/CCO)\C1=CC=CC=C1)\C1=CC=C(C=C1)OCOC)=O)C ((E)-N-(4-(2-(dimethylamino)ethoxy)phenyl)-5-hydroxy-2-(4-(methoxymethoxy)phenyl)-3-phenylpent-2-enamide). As a reaction SMILES: [CH3:1][N:2]([CH3:46])[CH2:3][CH2:4][O:5][C:6]1[CH:11]=[CH:10][C:9]([NH:12][C:13](=[O:45])/[C:14](/[C:35]2[CH:40]=[CH:39][C:38]([O:41][CH2:42][O:43][CH3:44])=[CH:37][CH:36]=2)=[C:15](/[C:29]2[CH:34]=[CH:33][CH:32]=[CH:31][CH:30]=2)\[CH2:16][CH2:17][O:18][Si](C(C)C)(C(C)C)C(C)C)=[CH:8][CH:7]=1.[F-].C([N+](CCCC)(CCCC)CCCC)CCC.O>C1COCC1>[CH3:46][N:2]([CH3:1])[CH2:3][CH2:4][O:5][C:6]1[CH:7]=[CH:8][C:9]([NH:12][C:13](=[O:45])/[C:14](/[C:35]2[CH:36]=[CH:37][C:38]([O:41][CH2:42][O:43][CH3:44])=[CH:39][CH:40]=2)=[C:15](/[C:29]2[CH:34]=[CH:33][CH:32]=[CH:31][CH:30]=2)\[CH2:16][CH2:17][OH:18])=[CH:10][CH:11]=1 |f:1.2|. Procedure: To a solution of 5f (95 mg, 0.147 mmol) in THF (2 ml) was added a 1M solution of tetrabutylammonium fluoride (0.18 ml) in THF under ice cooling, and the mixture was stirred at room temperature for 30 min. H2O was poured into the reaction mixture under ice cooling, and the whole was extracted with AcOEt. The organic layer was washed with brine, dried over Na2SO4, and then concentrated. Purification by silica gel flash column chromatography (eluent: AcOEt to CHCl3/MeOH, 5:1) gave 5 g (90%). 5 g: c...